This data is from the Open Reaction Database (ORD), a public repository of structured organic reaction records. The task is: describe an organic reaction: reactants, conditions, products, and yield Reactants: C(C=C)(=O)[O-].[Na+].C(C(=C)C)(=O)NC=1C=C(C(C(=O)O)=CC1)O.[Na] (sodium acrylate sodium 4-methacrylamidosalicylic acid). Solvent: [OH-].[Na+] (NaOH). The product is C(C=C)(=O)OC.C(C=C)(=O)O.C(C(=C)C)(=O)NC=1C=C(C(C(=O)O)=CC1)O (methyl acrylate acrylic acid 4-methacrylamidosalicylic acid). RXN SMILES: [C:1]([O-:5])(=[O:4])[CH:2]=[CH2:3].[Na+].[C:7]([NH:12][C:13]1[CH:14]=[C:15]([OH:22])[C:16](=[CH:20][CH:21]=1)[C:17]([OH:19])=[O:18])(=[O:11])[C:8]([CH3:10])=[CH2:9].[Na]>[OH-].[Na+]>[C:1]([O:5][CH3:7])(=[O:4])[CH:2]=[CH2:3].[C:17]([OH:19])(=[O:18])[CH:16]=[CH2:15].[C:7]([NH:12][C:13]1[CH:14]=[C:15]([OH:22])[C:16](=[CH:20][CH:21]=1)[C:17]([OH:19])=[O:18])(=[O:11])[C:8]([CH3:10])=[CH2:9] |f:0.1.2.3,4.5,6.7.8,^1:22|. Procedure: Activity tests reported herein are performed using the poly (sodium acrylate/sodium 4-methacrylamidosalicylic acid) resulting from hydrolysis of the polymers prepared above and shown in Table 2. Hydrolysis is effected using 1% of the emulsion in 1% NaOH at 85° C. for 20 minutes. Starting materials: N1(CCCCC1)C1CCNCC1 (4-(piperidin-1-yl)piperidine), CS(=O)(=O)OCC[C@]1(CN(CC1)C(C1=CC(=C(C(=C1)OC)OC)OC)=O)C1=CC(=C(C=C1)Cl)Cl.C(C)#N (acetonitrile (S)-3-(2-methanesulfonyloxyethyl)-3-(3,4-dichlorophenyl)-1-(3,4,5-trimethoxybenzoyl)pyrrolidine). Yields the product ClC=1C=C(C=CC1Cl)[C@]1(CN(CC1)C(C1=CC(=C(C(=C1)OC)OC)OC)=O)CCN1CCC(CC1)N1CCCCC1 ((S)-3-(3,4-dichlorophenyl)-1-(3,4,5-trimethoxybenzoyl)-3-[2-[4-(piperidin-1-yl)piperidin-1-yl]ethyl]pyrrolidine). RXN SMILES: [N:1]1([CH:7]2[CH2:12][CH2:11][NH:10][CH2:9][CH2:8]2)[CH2:6][CH2:5][CH2:4][CH2:3][CH2:2]1.CS(O[CH2:18][CH2:19][C@:20]1([C:39]2[CH:44]=[CH:43][C:42]([Cl:45])=[C:41]([Cl:46])[CH:40]=2)[CH2:24][CH2:23][N:22]([C:25](=[O:38])[C:26]2[CH:31]=[C:30]([O:32][CH3:33])[C:29]([O:34][CH3:35])=[C:28]([O:36][CH3:37])[CH:27]=2)[CH2:21]1)(=O)=O.C(#N)C>>[Cl:46][C:41]1[CH:40]=[C:39]([C@:20]2([CH2:19][CH2:18][N:10]3[CH2:11][CH2:12][CH:7]([N:1]4[CH2:6][CH2:5][CH2:4][CH2:3][CH2:2]4)[CH2:8][CH2:9]3)[CH2:24][CH2:23][N:22]([C:25](=[O:38])[C:26]3[CH:31]=[C:30]([O:32][CH3:33])[C:29]([O:34][CH3:35])=[C:28]([O:36][CH3:37])[CH:27]=3)[CH2:21]2)[CH:44]=[CH:43][C:42]=1[Cl:45] |f:1.2|. Reported procedure: In 30 ml of acetonitrile (S)-3-(2-methanesulfonyloxyethyl)-3-(3,4-dichlorophenyl)-1-(3,4,5-trimethoxybenzoyl)pyrrolidine (3.17 g), prepared essentially as described, supra, is mixed with an equimolar amount of 4-(piperidin-1-yl)piperidine. The reaction mixture is then heated to reflux and refluxed for about ten hours. The mixture is then concentrated under vacuum and the residue is taken up in methylene chloride and washed with a 3N solution of hydrochloric acid, followed by a wash with brine. T... The reactants are C(CCCCCCC\C=C/CCCCCCCC)(=O)OCCN(CCOC(CCCCCCC\C=C/CCCCCCCC)=O)C(CSCCN(C)C)=O ((Z)-((2-((2-(dimethylamino)ethyl)thio)acetyl)azanediyl)bis(ethane-2,1-diyl) dioleate), BrCCO (2-bromoethanol). Reaction conditions: temperature 75 celsius, time 8 hour. The product is [Br-].C(CCCCCCC\C=C/CCCCCCCC)(=O)OCCN(C(CSCC[N+](C)(C)CCO)=O)CCOC(CCCCCCC\C=C/CCCCCCCC)=O (2-((2-(bis(2-(oleoyloxy)ethyl)amino)-2-oxoethyl)thio)-N-(2-hydroxyethyl)-N,N-dimethylethanaminium bromide). RXN SMILES: [C:1]([O:20][CH2:21][CH2:22][N:23]([C:46](=[O:54])[CH2:47][S:48][CH2:49][CH2:50][N:51]([CH3:53])[CH3:52])[CH2:24][CH2:25][O:26][C:27](=[O:45])[CH2:28][CH2:29][CH2:30][CH2:31][CH2:32][CH2:33][CH2:34]/[CH:35]=[CH:36]\[CH2:37][CH2:38][CH2:39][CH2:40][CH2:41][CH2:42][CH2:43][CH3:44])(=[O:19])[CH2:2][CH2:3][CH2:4][CH2:5][CH2:6][CH2:7][CH2:8]/[CH:9]=[CH:10]\[CH2:11][CH2:12][CH2:13][CH2:14][CH2:15][CH2:16][CH2:17][CH3:18].[Br:55][CH2:56][CH2:57][OH:58]>>[Br-:55].[C:1]([O:20][CH2:21][CH2:22][N:23]([CH2:24][CH2:25][O:26][C:27](=[O:45])[CH2:28][CH2:29][CH2:30][CH2:31][CH2:32][CH2:33][CH2:34]/[CH:35]=[CH:36]\[CH2:37][CH2:38][CH2:39][CH2:40][CH2:41][CH2:42][CH2:43][CH3:44])[C:46](=[O:54])[CH2:47][S:48][CH2:49][CH2:50][N+:51]([CH2:56][CH2:57][OH:58])([CH3:53])[CH3:52])(=[O:19])[CH2:2][CH2:3][CH2:4][CH2:5][CH2:6][CH2:7][CH2:8]/[CH:9]=[CH:10]\[CH2:11][CH2:12][CH2:13][CH2:14][CH2:15][CH2:16][CH2:17][CH3:18] |f:2.3|. Procedure: In a sealed system, (Z)-((2-((2-(dimethylamino)ethyl)thio)acetyl)azanediyl)bis(ethane-2,1-diyl) dioleate (540 mg, 0.693 mmol) was combined with 2-bromoethanol (319 uL, 4.50) was added. The reaction vessel was flushed with inert gas and then sealed. Reaction was heated to 75° C. and allowed to stir overnight. Next day, cooled and concentrated in vacuo. Purification by silica gel chromatography with DCM/MeOH gradient yielded 2-((2-(bis(2-(oleoyloxy)ethyl)amino)-2-oxoethyl)thio)-N-(2-hydroxyethyl)-... Starting materials: ClC1=CC(=C(C=C1)NC(OC1=CC=CC=C1)=O)C#N (phenyl (4-chloro-2-cyanophenyl)carbamate), O1CCCC1.CNC (dimethylamine tetrahydrofuran), C(O)([O-])=O.[Na+] (sodium hydrogen carbonate). Run in O1CCCC1 (tetrahydrofuran). Reaction conditions: time 8 hour. The product is ClC1=CC(=C(C=C1)NC(N(C)C)=O)C#N (3-(4-chloro-2-cyanophenyl)-1,1-dimethylurea). As a reaction SMILES: [Cl:1][C:2]1[CH:7]=[CH:6][C:5]([NH:8][C:9](=[O:17])OC2C=CC=CC=2)=[C:4]([C:18]#[N:19])[CH:3]=1.O1CCCC1.[CH3:25][NH:26][CH3:27].C(=O)([O-])O.[Na+]>O1CCCC1>[Cl:1][C:2]1[CH:7]=[CH:6][C:5]([NH:8][C:9](=[O:17])[N:26]([CH3:27])[CH3:25])=[C:4]([C:18]#[N:19])[CH:3]=1 |f:1.2,3.4|. Procedure details: (Step 2) To a solution of phenyl (4-chloro-2-cyanophenyl)carbamate obtained in Step 1 (3.0 g) in tetrahydrofuran (30 ml) was added 2N dimethylamine tetrahydrofuran solution at room temperature, and the mixture was stirred overnight. The reaction mixture was poured into saturated sodium hydrogen carbonate solution, and extracted twice with ethyl acetate. The organic layer was washed with saturated brine, dried over magnesium sulfate, and filtered. The solvent was evaporated under reduced pressure... Reactants: [OH-].[Na+] (NaOH), CC1=NC=2C(CCCC2C=C1)=O (2-methyl-6,7-dihydro-5H-quinolin-8-one), CC1=NC=2C(CCCC2C=C1)=O (2-methyl-6,7-dihydro-5H-quinolin-8-one), N1C=NC(=C1)C=O (imidazole-4-carbaldehyde). Run in OS(=O)(=O)O (H2SO4). Run at temperature 110 celsius. The product is N1C=NC(=C1)C=C1CCC=2C=CC(=NC2C1=O)C (7-(1H-imidazol-4-yl-methylene)-2-methyl-6,7-dihydro-5H-quinolin-8-one). Reaction SMILES: [CH3:1][C:2]1[CH:11]=[CH:10][C:9]2[CH2:8][CH2:7][CH2:6][C:5](=[O:12])[C:4]=2[N:3]=1.[NH:13]1[CH:17]=[C:16]([CH:18]=O)[N:15]=[CH:14]1.[OH-].[Na+]>OS(O)(=O)=O>[NH:13]1[CH:17]=[C:16]([CH:18]=[C:6]2[C:5](=[O:12])[C:4]3[N:3]=[C:2]([CH3:1])[CH:11]=[CH:10][C:9]=3[CH2:8][CH2:7]2)[N:15]=[CH:14]1 |f:2.3|. Procedure: A mixture of 2-methyl-6,7-dihydro-5H-quinolin-8-one (Intermediate 200A3) (15.1 g, 93.8 mmol) and imidazole-4-carbaldehyde (15 g, 156 mmol) in 40% H2SO4 (65 mL) was heated at 110° C. for 12 h. The reaction mixture was cooled to room temperature, poured onto crushed ice and basified with 2M NaOH until pH>8. The solids were collected on a glass frit, washed with water, dichloromethane and dried under vacuum to give unpurified 7-(1H-imidazol-4-yl-methylene)-2-methyl-6,7-dihydro-5H-quinolin-8-one (In... The reactants are C[O-].[Na+] (sodium methylate), CC[O-].[Na+] (sodium ethylate), C=1(C(=CC=CC1)S(=O)(=O)Cl)C.NC(=O)OCC (urethane toluene-2-sulphonic acid chloride). Run in alcohol. The product is C(C)OS(=O)(=O)C=1C(=CC=C(C1)N=C=O)C (4-isocyanatotoluene-2-sulphonic acid ethyl ester). RXN SMILES: C[O-].[Na+].[CH3:4][CH2:5][O-:6].[Na+].[C:8]1([CH3:18])[C:9]([S:14](Cl)(=[O:16])=[O:15])=[CH:10][CH:11]=[CH:12][CH:13]=1.[NH2:19][C:20](OCC)=[O:21]>>[CH2:5]([O:6][S:14]([C:9]1[C:8]([CH3:18])=[CH:13][CH:12]=[C:11]([N:19]=[C:20]=[O:21])[CH:10]=1)(=[O:16])=[O:15])[CH3:4] |f:0.1,2.3,4.5|. Reported procedure: If, instead of sodium methylate, sodium ethylate in solution in alcohol is used for esterifying the urethane toluene-2-sulphonic acid chloride according to Example 1, the 4-isocyanatotoluene-2-sulphonic acid ethyl ester is similarly obtained. The reactants are C(C)(C)(C)OC(=O)N1CC(CC1)C(N)=S (3-thiocarbamoyl-pyrrolidine-1-carboxylic acid tert-butyl ester), ClCC(=O)CCl (1,3-dichloroacetone), [O-]S(=O)(=O)[O-].[Mg+2] (MgSO4), MgCO3. Run in CC(=O)C (acetone). The product is C(C)(C)(C)OC(=O)N1CC(CC1)C=1SC=C(N1)CCl (3-(4-Chloromethyl-thiazol-2-yl)-pyrrolidine-1-carboxylic acid tert-butyl ester). Reaction SMILES: [C:1]([O:5][C:6]([N:8]1[CH2:12][CH2:11][CH:10]([C:13](=[S:15])[NH2:14])[CH2:9]1)=[O:7])([CH3:4])([CH3:3])[CH3:2].[Cl:16][CH2:17][C:18]([CH2:20]Cl)=O.[O-]S([O-])(=O)=O.[Mg+2]>CC(C)=O>[C:1]([O:5][C:6]([N:8]1[CH2:12][CH2:11][CH:10]([C:13]2[S:15][CH:20]=[C:18]([CH2:17][Cl:16])[N:14]=2)[CH2:9]1)=[O:7])([CH3:4])([CH3:2])[CH3:3] |f:2.3|. Reported procedure: To a solution of 3-thiocarbamoyl-pyrrolidine-1-carboxylic acid tert-butyl ester (1.06 g, 4.60 mmol) in acetone (25 mL) was added 1,3-dichloroacetone (0.76 g, 5.98 mmol), MgSO4 (0.83 g, 6.1 mmol) and MgCO3 (3.87 g, 4.6 mmol). The mixture was heated under reflux overnight, cooled and filtered through celite. The solvent was removed in vacuo and the residue was redissolved with EtOAc (20 mL). The resulting solution was washed successively with 5% NaHSO3, saturated NaHCO3, and brine. After drying (N... Product: CNC1=NC=CC(=C1)C=1C(=NC=CC1)OC1=CC=C(C=C1)NC1=NN=C(C2=CC=CC=C12)C1=CC=CC=C1 (N-(4-(3-(2-(methylamino)pyridin4-yl)pyridin-2-yloxy)phenyl)-4-phenylphthalazin-1-amine). Procedure details: To 4-(2-(4-aminophenoxy)pyridin-3-yl)-N-methylpyridin-2-amine (0.070 g, 0.24 mmol) and 1-chloro-4-phenylphthalazine (0.048 g, 0.20 mmol) was added tBuOH (1.0 mL). The resulting mixture was heated at 100° C. in a sealed tube for 16 hours. The reaction was diluted with diethyl ether and saturated sodium carbonate and vigorously shaken. The resulting solids were filtered and washed with water, diethyl ether and air dried to yield N-(4-(3-(2-(methylamino)pyridin4-yl)pyridin-2-yloxy)phenyl)-4-phenylp... Run at temperature 100 celsius. The solvent is C(C)OCC (diethyl ether), C([O-])([O-])=O.[Na+].[Na+] (sodium carbonate). The reactants are NC1=CC=C(OC2=NC=CC=C2C2=CC(=NC=C2)NC)C=C1 (4-(2-(4-aminophenoxy)pyridin-3-yl)-N-methylpyridin-2-amine), ClC1=NN=C(C2=CC=CC=C12)C1=CC=CC=C1 (1-chloro-4-phenylphthalazine), CC(C)(C)O (tBuOH). RXN SMILES: [NH2:1][C:2]1[CH:22]=[CH:21][C:5]([O:6][C:7]2[C:12]([C:13]3[CH:18]=[CH:17][N:16]=[C:15]([NH:19][CH3:20])[CH:14]=3)=[CH:11][CH:10]=[CH:9][N:8]=2)=[CH:4][CH:3]=1.Cl[C:24]1[C:33]2[C:28](=[CH:29][CH:30]=[CH:31][CH:32]=2)[C:27]([C:34]2[CH:39]=[CH:38][CH:37]=[CH:36][CH:35]=2)=[N:26][N:25]=1.CC(O)(C)C>C(OCC)C.C(=O)([O-])[O-].[Na+].[Na+]>[CH3:20][NH:19][C:15]1[CH:14]=[C:13]([C:12]2[C:7]([O:6][C:5]3[CH:21]=[CH:22][C:2]([NH:1][C:24]4[C:33]5[C:28](=[CH:29][CH:30]=[CH:31][CH:32]=5)[C:27]([C:34]5[CH:39]=[CH:38][CH:37]=[CH:36][CH:35]=5)=[N:26][N:25]=4)=[CH:3][CH:4]=3)=[N:8][CH:9]=[CH:10][CH:11]=2)[CH:18]=[CH:17][N:16]=1 |f:4.5.6|.